Dataset: the Open Reaction Database (ORD), a public repository of structured organic reaction records. Task: describe an organic reaction: reactants, conditions, products, and yield Conditions: time 144 hour. Reaction SMILES: [CH3:1][N:2]1[CH2:7][CH2:6][C:5]([C:9]2[CH:14]=[CH:13][CH:12]=[CH:11][C:10]=2[CH2:15][C:16]2[CH:21]=[CH:20][CH:19]=[CH:18][CH:17]=2)([OH:8])[CH2:4][CH2:3]1.[CH:22]1([C:25]([Cl:27])=[O:26])[CH2:24][CH2:23]1>CCOCC>[ClH:27].[CH:22]1([C:25]([O:8][C:5]2([C:9]3[CH:14]=[CH:13][CH:12]=[CH:11][C:10]=3[CH2:15][C:16]3[CH:21]=[CH:20][CH:19]=[CH:18][CH:17]=3)[CH2:4][CH2:3][N:2]([CH3:1])[CH2:7][CH2:6]2)=[O:26])[CH2:24][CH2:23]1 |f:3.4|. Solvent: CCOCC (ether). Starting materials: CN1CCC(CC1)(O)C1=C(C=CC=C1)CC1=CC=CC=C1 (1-methyl-4-(α-phenyl-2-tolyl)-4-piperidinol), base, C1(CC1)C(=O)Cl (cyclopropane carboxylic acid chloride). Procedure details: 2.0 g of 1-methyl-4-(α-phenyl-2-tolyl)-4-piperidinol, free base of Example 1, is treated with 8.15 ml of cyclopropane carboxylic acid chloride with stirring and cooling. The resulting suspension is stirred for 16 hours at ambient temperature and then diluted with 25 ml of ether and permitted to stand for 144 hours. The precipitate is collected by suction filtration and the filter cake washed with ether, dried in vacuo at 40° C. for 16 hours leaving colorless crystals which are recrystallized twi... Product: Cl.C1(CC1)C(=O)OC1(CCN(CC1)C)C1=C(C=CC=C1)CC1=CC=CC=C1 (4-cyclopropylcarbonyloxy-1-methyl-4-(α-phenyl-2-tolyl)piperidine hydrochloride). The product is OC1=C(C2=C(OC(CC2)(C)CCNC(=S)NC(C2=CC=CC=C2)=O)C(=C1C)C)C (1-[2-(6-hydroxy-2,5,7,8-tetramethyl-3,4-dihydro-2H-benzo[1,2-b]pyran-2-yl)ethyl]-3-benzoylthiourea). The reactants are C(C1=CC=CC=C1)(=O)N=C=S (benzoylisothiocyanate), NCCC1(CCC2=C(O1)C(=C(C(=C2C)O)C)C)C (2-(2-aminoethyl)-2,5,7,8-tetramethyl-6-hydroxy-3,4-dihydro-2H-benzo[1,2-b]pyran). Reaction SMILES: [C:1]([N:9]=[C:10]=[S:11])(=[O:8])[C:2]1[CH:7]=[CH:6][CH:5]=[CH:4][CH:3]=1.[NH2:12][CH2:13][CH2:14][C:15]1([CH3:29])[O:20][C:19]2[C:21]([CH3:28])=[C:22]([CH3:27])[C:23]([OH:26])=[C:24]([CH3:25])[C:18]=2[CH2:17][CH2:16]1>CC(C)=O>[OH:26][C:23]1[C:22]([CH3:27])=[C:21]([CH3:28])[C:19]2[O:20][C:15]([CH2:14][CH2:13][NH:12][C:10]([NH:9][C:1](=[O:8])[C:2]3[CH:7]=[CH:6][CH:5]=[CH:4][CH:3]=3)=[S:11])([CH3:29])[CH2:16][CH2:17][C:18]=2[C:24]=1[CH3:25]. Reaction conditions: time 15 hour. Reported procedure: A solution of benzoylisothiocyanate (28.0 g) in acetone (200 ml) was added dropwise to a solution of amine (prepared in reference example 3, 34.3 g) in acetone (800 ml). The solution was stirred for 15 hours at room temperature. The reaction solution was evaporated. The residue was purified by column chromatography on silica gel (hexane:ethyl acetate=10:1→4:1→2:1) to give the title compound (32.0 g) having the following physical data. Solvent: CC(=O)C (acetone), CC(=O)C (acetone). Isolated yield 56.4%. The reactants are [BH3-]C#N, CO, CON=Cc1ccccc1, [Na+]. Yields the product CONCc1ccccc1. Reaction SMILES: [C:11]([BH3-:12])#[N:13].[CH3:15][OH:16].[CH3:1][O:2][N:3]=[CH:4][c:5]1[cH:6][cH:7][cH:8][cH:9][cH:10]1.[Na+:14]>>[CH3:1][O:2][NH:3][CH2:4][c:5]1[cH:6][cH:7][cH:8][cH:9][cH:10]1. The reactants are C(C1=CC=CC=C1)OCC(CO)O (3-O-Benzylglycerol), C(CCCCCCCCCCC)(=O)Cl (lauroyl chloride). The yield is 76.2%. Yields the product C(CCCCCCCCCCC)(=O)OCC(OC(CCCCCCCCCCC)=O)COCC1=CC=CC=C1 (1,2-O-Dilauroyl-3-benzylglycerol). RXN SMILES: [CH2:1]([O:8][CH2:9][CH:10]([OH:13])[CH2:11][OH:12])[C:2]1[CH:7]=[CH:6][CH:5]=[CH:4][CH:3]=1.[C:14](Cl)(=[O:26])[CH2:15][CH2:16][CH2:17][CH2:18][CH2:19][CH2:20][CH2:21][CH2:22][CH2:23][CH2:24][CH3:25]>>[C:14]([O:12][CH2:11][CH:10]([CH2:9][O:8][CH2:1][C:2]1[CH:7]=[CH:6][CH:5]=[CH:4][CH:3]=1)[O:13][C:14](=[O:26])[CH2:15][CH2:16][CH2:17][CH2:18][CH2:19][CH2:20][CH2:21][CH2:22][CH2:23][CH2:24][CH3:25])(=[O:26])[CH2:15][CH2:16][CH2:17][CH2:18][CH2:19][CH2:20][CH2:21][CH2:22][CH2:23][CH2:24][CH3:25]. Reported procedure: 3-O-Benzylglycerol (7 g) is reacted with 18.5 g of lauroyl chloride in the same manner as in Starting Material Synthesis 2. Recrystallization of the crude crystals from ethanol gives 16 g of white crystals. Melting point: 30°-31° C. The reactants are O=C1C(=CN=C(N1)C1=C(C=CC=C1)OCC1CC1)C(=O)OCC (ethyl 1,6-dihydro-6-oxo-2-(2-cyclopropylmethoxyphenyl)pyrimidine-5-carboxylate), O=C1C(=CN=C(N1)C1=C(C=CC=C1)OCCCC)C(=O)O (1,6-dihydro-6-oxo-2-(2-n-butoxyphenyl)pyrimidine-5-carboxylic acid). The product is O=C1C(=CN=C(N1)C1=C(C=CC=C1)OCC1CC1)C(=O)O (1,6-Dihydro-6-oxo-2-(2-cyclopropylmethoxyphenyl)pyrimidine-5-carboxylic acid). As a reaction SMILES: [O:1]=[C:2]1[NH:7][C:6]([C:8]2[CH:13]=[CH:12][CH:11]=[CH:10][C:9]=2[O:14][CH2:15][CH:16]2[CH2:18][CH2:17]2)=[N:5][CH:4]=[C:3]1[C:19]([O:21]CC)=[O:20].O=C1NC(C2C=CC=CC=2OCCCC)=NC=C1C(O)=O>>[O:1]=[C:2]1[NH:7][C:6]([C:8]2[CH:13]=[CH:12][CH:11]=[CH:10][C:9]=2[O:14][CH2:15][CH:16]2[CH2:17][CH2:18]2)=[N:5][CH:4]=[C:3]1[C:19]([OH:21])=[O:20]. Procedure details: The title compound was prepared from ethyl 1,6-dihydro-6-oxo-2-(2-cyclopropylmethoxyphenyl)pyrimidine-5-carboxylate in a manner similar to that described for the preparation of 1,6-dihydro-6-oxo-2-(2-n-butoxyphenyl)pyrimidine-5-carboxylic acid in Example 23. The product had m.p. 219°-220°. The reactants are [BH4-], O=C([O-])O, C1COCCN1, CO, CCn1c(C(=O)N(C2CC2)C2CC2)cc2c3c(ncn3C)c(Nc3cc(C=O)n(C)n3)nc21, Cl, [Na+], [Na+]. Yields the product CCn1c(C(=O)N(C2CC2)C2CC2)cc2c3c(ncn3C)c(Nc3cc(CN4CCOCC4)n(C)n3)nc21. Reaction SMILES: [BH4-:40].[C:43](=[O:44])([OH:45])[O-:46].[CH2:34]1[CH2:35][O:36][CH2:37][CH2:38][NH:39]1.[CH3:48][OH:49].[CH:1]1([N:4]([C:5](=[O:6])[c:7]2[cH:8][c:9]3[c:10]([n:11][c:12]([NH:19][c:20]4[n:21][n:22]([CH3:27])[c:23]([CH:25]=[O:26])[cH:24]4)[c:13]4[c:14]3[n:15]([CH3:18])[cH:16][n:17]4)[n:28]2[CH2:29][CH3:30])[CH:31]2[CH2:32][CH2:33]2)[CH2:2][CH2:3]1.[ClH:42].[Na+:41].[Na+:47]>>[CH:1]1([N:4]([C:5](=[O:6])[c:7]2[cH:8][c:9]3[c:10]([n:11][c:12]([NH:19][c:20]4[n:21][n:22]([CH3:27])[c:23]([CH2:25][N:39]5[CH2:34][CH2:35][O:36][CH2:37][CH2:38]5)[cH:24]4)[c:13]4[c:14]3[n:15]([CH3:18])[cH:16][n:17]4)[n:28]2[CH2:29][CH3:30])[CH:31]2[CH2:32][CH2:33]2)[CH2:2][CH2:3]1.